From a dataset of the Open Reaction Database (ORD), a public repository of structured organic reaction records. describe an organic reaction: reactants, conditions, products, and yield Starting materials: Cl (hydrogen chloride), Cl (HCl), C(C)(C)(C)OC(=O)N1[C@H]([C@H](CCC1)OCC1=C(C(=CC=C1)C)C)C1=CC=CC=C1 ((2S,3S )-1-t-butoxycarbonyl-3-((2,3-dimethylphenyl)methoxy)-2-phenylpiperidine). Run in C(C)(=O)OCC (Ethyl acetate), C(C)(=O)OCC (ethyl acetate). Reaction conditions: time 2 hour. Product: Cl.CC1=C(C=CC=C1C)CO[C@@H]1[C@@H]([NH2+]CCC1)C1=CC=CC=C1 ((2S,3S)-3-((2,3-dimethylphenyl)methyloxy)-2-phenylpiperidinium hydrochloride). As a reaction SMILES: [ClH:1].C(OC([N:9]1[CH2:14][CH2:13][CH2:12][C@H:11]([O:15][CH2:16][C:17]2[CH:22]=[CH:21][CH:20]=[C:19]([CH3:23])[C:18]=2[CH3:24])[C@@H:10]1[C:25]1[CH:30]=[CH:29][CH:28]=[CH:27][CH:26]=1)=O)(C)(C)C>C(OCC)(=O)C>[ClH:1].[CH3:24][C:18]1[C:19]([CH3:23])=[CH:20][CH:21]=[CH:22][C:17]=1[CH2:16][O:15][C@H:11]1[CH2:12][CH2:13][CH2:14][NH2+:9][C@H:10]1[C:25]1[CH:30]=[CH:29][CH:28]=[CH:27][CH:26]=1 |f:3.4|. Procedure details: Ethyl acetate (10 ml) was saturated with hydrogen chloride by passing HCl gas for 5 min and a solution of 0.254 g of (2S,3S )-1-t-butoxycarbonyl-3-((2,3-dimethylphenyl)methoxy)-2-phenylpiperidine (prepared according to Description 3d) in 7 ml of ethyl acetate was added. After stirring for 2 h, the reaction mixture was concentrated in vacuo. The residual white solid was washed with ether, filtered and dried to obtain 0.23 g of (2S,3S)-3-((2,3-dimethylphenyl)methyloxy)-2-phenylpiperidinium hydroch... The reactants are C(C)(=O)OC1CC2=CC[C@H]3[C@@H]4CC[C@H](C(C)O[Si](C)(C)C(C)(C)C)[C@]4(CC[C@@H]3[C@]2(CC1)C)C (3-acetoxy-20-tert-butyldimethylsilyloxy-pregn-5-ene), ON1C(C=2C(C1=O)=CC=CC2)=O (N-hydroxyphthalimide). Reagents/catalysts: C(C1=CC=CC=C1)(=O)OOC(C1=CC=CC=C1)=O (dibenzoyl peroxide). Run in C(C)C(=O)C (methyl ethyl ketone). Conditions: temperature 40 celsius, time 5 hour. Yields the product C(C)(=O)OC1CC2=CC([C@H]3[C@@H]4CC[C@H](C(C)O[Si](C)(C)C(C)(C)C)[C@]4(CC[C@@H]3[C@]2(CC1)C)C)=O (3 -Acetoxy-20-tert-butyldimethylsilyloxy-pregn-5-ene-7-one). Yield: 31.9%. RXN SMILES: [C:1]([O:4][CH:5]1[CH2:31][CH2:30][C@@:29]2([CH3:32])[C:7](=[CH:8][CH2:9][C@@H:10]3[C@@H:28]2[CH2:27][CH2:26][C@@:25]2([CH3:33])[C@H:11]3[CH2:12][CH2:13][C@@H:14]2[CH:15]([O:17][Si:18]([C:21]([CH3:24])([CH3:23])[CH3:22])([CH3:20])[CH3:19])[CH3:16])[CH2:6]1)(=[O:3])[CH3:2].[OH:34]N1C(=O)C2=CC=CC=C2C1=O>C(C(C)=O)C.C(OOC(=O)C1C=CC=CC=1)(=O)C1C=CC=CC=1>[C:1]([O:4][CH:5]1[CH2:31][CH2:30][C@@:29]2([CH3:32])[C:7](=[CH:8][C:9](=[O:34])[C@@H:10]3[C@@H:28]2[CH2:27][CH2:26][C@@:25]2([CH3:33])[C@H:11]3[CH2:12][CH2:13][C@@H:14]2[CH:15]([O:17][Si:18]([C:21]([CH3:22])([CH3:23])[CH3:24])([CH3:20])[CH3:19])[CH3:16])[CH2:6]1)(=[O:3])[CH3:2]. Reported procedure: To a solution of 3-acetoxy-20-tert-butyldimethylsilyloxy-pregn-5-ene (337 gm, 0.71 mol) in methyl ethyl ketone (4 L) was added N-hydroxyphthalimide (115.8 gm, 0.71 mol) and dibenzoyl peroxide (1.1 gm, 4.4 mmol). Air was bubbled through the reaction as the reaction was refluxed for 7.5 hr. Additional N-hydroxyphthalimide (9 gm) and dibenzoyl peroxide (0.1 gm) was added and reflux continued for 5 hr. The solvent was removed by rotoevaporation and methylene chloride (0.7 L) was added and warmed to ... The product is C(C1=CC=CC=C1)OC=1C=C2C(=CN(C2=CC1)CC(=O)O)C(N)=O ((5-Benzyloxy-3-carbamoyl-indol-1-yl)-acetic acid). RXN SMILES: [CH2:1]([O:8]C1C=C2C(=CC=1)NC=C2C=O)[C:2]1[CH:7]=[CH:6][CH:5]=[CH:4][CH:3]=1.[C:20]([C:23]1[C:31]2[C:26](=[CH:27][CH:28]=[C:29](Cl)[CH:30]=2)[N:25]([CH2:33][C:34]([OH:36])=[O:35])[CH:24]=1)(=[O:22])[NH2:21]>>[CH2:1]([O:8][C:29]1[CH:30]=[C:31]2[C:26](=[CH:27][CH:28]=1)[N:25]([CH2:33][C:34]([OH:36])=[O:35])[CH:24]=[C:23]2[C:20](=[O:22])[NH2:21])[C:2]1[CH:7]=[CH:6][CH:5]=[CH:4][CH:3]=1. The reactants are C(C1=CC=CC=C1)OC=1C=C2C(=CNC2=CC1)C=O (5-benzyloxy-1H-indole-3-carbaldehyde), C(N)(=O)C1=CN(C2=CC=C(C=C12)Cl)CC(=O)O ((3-carbamoyl-5-chloro-indol-1-yl)-acetic acid). Procedure details: was prepared from 5-benzyloxy-1H-indole-3-carbaldehyde [6953-22-6] using similar protocols as described in Scheme A11 for the preparation of (3-carbamoyl-5-chloro-indol-1-yl)-acetic acid. White solid. MS (LC/MS): 325 [M+H]+, 649 [2M+H]+; tR (HPLC conditions b): 4.04 min. Reactants: O=C(Cl)OCc1ccccc1, NC(Cc1ccccc1)C(=O)O, [Na+], [OH-]. Product: O=C(NC(Cc1ccccc1)C(=O)O)OCc1ccccc1. Reaction SMILES: [Cl:15][C:16](=[O:17])[O:18][CH2:19][c:20]1[cH:21][cH:22][cH:23][cH:24][cH:25]1.[NH2:1][CH:2]([CH2:3][c:4]1[cH:5][cH:6][cH:7][cH:8][cH:9]1)[C:10]([OH:11])=[O:12].[Na+:14].[OH-:13]>>[NH:1]([CH:2]([CH2:3][c:4]1[cH:5][cH:6][cH:7][cH:8][cH:9]1)[C:10]([OH:11])=[O:12])[C:16](=[O:17])[O:18][CH2:19][c:20]1[cH:21][cH:22][cH:23][cH:24][cH:25]1. The reactants are FC=1C(=NC=CC1)C1=C(C=CC(=C1)[N+](=O)[O-])F (3-Fluoro-2-(2-fluoro-5-nitrophenyl)pyridine). Reagents/catalysts: [Pt]=O (Platinum oxide). Solvent: ClCCl (dichloromethane), C(C)O (ethanol). Reaction conditions: time 4 hour. The product is FC1=C(C=C(C=C1)N)C1=NC=CC=C1F (4-fluoro-3-(3-fluoropyridin-2-yl)phenylamine). RXN SMILES: [F:1][C:2]1[C:3]([C:8]2[CH:13]=[C:12]([N+:14]([O-])=O)[CH:11]=[CH:10][C:9]=2[F:17])=[N:4][CH:5]=[CH:6][CH:7]=1>ClCCl.C(O)C.[Pt]=O>[F:17][C:9]1[CH:10]=[CH:11][C:12]([NH2:14])=[CH:13][C:8]=1[C:3]1[C:2]([F:1])=[CH:7][CH:6]=[CH:5][N:4]=1. Reported procedure: 3-Fluoro-2-(2-fluoro-5-nitrophenyl)pyridine (1.0 g) was dissolved in dichloromethane (25 ml) and diluted with ethanol (50 ml). Platinum oxide (0.1 g) was added, and the mixture shaken on a Parr hydrogenation apparatus under an atmosphere of hydrogen at 45 psi for 4 h. The reaction was filtered and the filtrate evaporated, to afford 4-fluoro-3-(3-fluoropyridin-2-yl)phenylamine, which was used without further purification: 19F NMR (400 MHz, CDCl3) δ 128.48 (1F, d, J 36 Hz), 122.66 (1F, d, J 36 Hz)... Starting materials: C(=O)(C(F)(F)F)O (TFA), FC(C=1C=CC=C2C(=CC=NC12)N1CCC2(CCN(C2)C(=O)OC(C)(C)C)CC1)(F)F (tert-butyl 8-(8-(trifluoromethyl)quinolin-4-yl)-2,8-diazaspiro[4.5]decane-2-carboxylate). Product: C1NCCC12CCN(CC2)C2=CC=NC1=C(C=CC=C21)C(F)(F)F (4-(2,8-Diazaspiro[4.5]decan-8-yl)-8-(trifluoromethyl)quinoline). RXN SMILES: C(O)(C(F)(F)F)=O.[F:8][C:9]([F:38])([F:37])[C:10]1[CH:11]=[CH:12][CH:13]=[C:14]2[C:19]=1[N:18]=[CH:17][CH:16]=[C:15]2[N:20]1[CH2:36][CH2:35][C:23]2([CH2:27][N:26](C(OC(C)(C)C)=O)[CH2:25][CH2:24]2)[CH2:22][CH2:21]1>C(Cl)Cl>[CH2:27]1[C:23]2([CH2:35][CH2:36][N:20]([C:15]3[C:14]4[C:19](=[C:10]([C:9]([F:37])([F:38])[F:8])[CH:11]=[CH:12][CH:13]=4)[N:18]=[CH:17][CH:16]=3)[CH2:21][CH2:22]2)[CH2:24][CH2:25][NH:26]1. Reaction conditions: temperature 25 celsius, time 2 hour. Procedure details: TFA (1 ml) was added to a cooled (0° C.) solution of tert-butyl 8-(8-(trifluoromethyl)quinolin-4-yl)-2,8-diazaspiro[4.5]decane-2-carboxylate (0.69 mmol, 1.0 eq.) in methylene chloride (4 ml) and the reaction mixture was stirred at 25° C. for 2 h. When the reaction was complete, the solvent was removed in vacuo in order to obtain the desired amine (AMN-27). The solvent is C(Cl)Cl (methylene chloride). The reactants are CCOC(=O)c1c(CC)[nH]n(-c2ccc(F)cc2)c1=O, COS(=O)(=O)C(F)(F)F. The product is CCOC(=O)c1c(CC)n(C)n(-c2ccc(F)cc2)c1=O. Reaction SMILES: [CH2:1]([CH3:2])[c:3]1[c:4]([C:16](=[O:17])[O:18][CH2:19][CH3:20])[c:5](=[O:15])[n:6](-[c:8]2[cH:9][cH:10][c:11]([F:14])[cH:12][cH:13]2)[nH:7]1.[F:21][C:22]([F:23])([F:24])[S:25]([O:26][CH3:27])(=[O:28])=[O:29]>>[CH2:1]([CH3:2])[c:3]1[c:4]([C:16](=[O:17])[O:18][CH2:19][CH3:20])[c:5](=[O:15])[n:6](-[c:8]2[cH:9][cH:10][c:11]([F:14])[cH:12][cH:13]2)[n:7]1[CH3:22].